This data is from the Open Reaction Database (ORD), a public repository of structured organic reaction records. The task is: describe an organic reaction: reactants, conditions, products, and yield Reactants: C(CCCC=C)[C@@H]1CC[C@H](CC1)C1=CC=C(C=C1)NC(OCCC)=O (propyl p-[trans-4-(5-hexenyl)cyclohexyl]phenylcarbamate), solution, [OH-].[K+] (potassium hydroxide). Run in C(COCCO)O.O (diethylene glycol water). Product: residue, C(CCCC=C)[C@@H]1CC[C@H](CC1)C1=CC=C(N)C=C1 (p-[trans-4-(5-hexenyl)cyclohexyl]aniline). Yield: 87.4%. As a reaction SMILES: [CH2:1]([C@H:7]1[CH2:12][CH2:11][C@H:10]([C:13]2[CH:18]=[CH:17][C:16]([NH:19]C(=O)OCCC)=[CH:15][CH:14]=2)[CH2:9][CH2:8]1)[CH2:2][CH2:3][CH2:4][CH:5]=[CH2:6].[OH-].[K+]>C(O)COCCO.O>[CH2:1]([C@H:7]1[CH2:8][CH2:9][C@H:10]([C:13]2[CH:14]=[CH:15][C:16]([NH2:19])=[CH:17][CH:18]=2)[CH2:11][CH2:12]1)[CH2:2][CH2:3][CH2:4][CH:5]=[CH2:6] |f:1.2,3.4|. Procedure details: A mixture of 3.33 g of crude propyl p-[trans-4-(5-hexenyl)cyclohexyl]phenylcarbamate and 150 ml of a 10 percent solution of potassium hydroxide in diethylene glycol/water (vol. 4:1) was boiled at 120° C. for 2 hours, then cooled to room temperature and partitioned between 150 ml of methylene chloride and 150 ml of water. The aqueous phase was back-extracted twice with 150 ml of methylene chloride each time. The organic phases were washed twice with 100 ml of water each time, dried over magnesium... Starting materials: C(C1=CC=CC=C1)C(C(=O)OCC1=CC=CC=C1)C(=O)[O-] (benzyl 2-benzyl-malonate), [H-].[Al+3].[Li+].[H-].[H-].[H-] (lithium aluminum hydride). The solvent is C1CCOC1 (THF). Product: OCC(C(=O)O)CC1=CC=CC=C1 (3-hydroxy-2-benzyl-propanoic acid). As a reaction SMILES: [CH2:1]([CH:8]([C:19]([O-])=[O:20])[C:9]([O:11]CC1C=CC=CC=1)=[O:10])[C:2]1[CH:7]=[CH:6][CH:5]=[CH:4][CH:3]=1.[H-].[Al+3].[Li+].[H-].[H-].[H-]>C1COCC1>[OH:20][CH2:19][CH:8]([CH2:1][C:2]1[CH:7]=[CH:6][CH:5]=[CH:4][CH:3]=1)[C:9]([OH:11])=[O:10] |f:1.2.3.4.5.6|. Reported procedure: benzyl 2-benzyl malonate (75) is treated with lithium aluminum hydride in THF at -78° C. The reaction is allowed to warm to room temperature and then is quenched with aqueous HCl. The reaction mixture is diluted with water and extracted with ethyl acetate. After drying over Na2SO4, the ethyl acetate is evaporated and the product purified by flash chromatography over silica gel to give (76). Starting materials: OCC1=CC=CC(=N1)/C=C/C(=O)OC(C)(C)C (t-butyl 3-(6-hydroxymethyl-pyridin-2-yl)-trans-acrylate), C(Br)(Br)(Br)Br (carbon tetrabromide), C1(=CC=CC=C1)P(C1=CC=CC=C1)C1=CC=CC=C1 (triphenylphosphine). Run in C(Cl)(Cl)Cl (chloroform), C(Cl)Cl (methylene chloride). Conditions: time 15 minute. Yields the product BrCC1=CC=CC(=N1)/C=C/C(=O)OC(C)(C)C (t-butyl 3-(6-bromomethylpyridin-2-yl)-trans-acrylate). Isolated yield 88.0%. As a reaction SMILES: O[CH2:2][C:3]1[N:8]=[C:7](/[CH:9]=[CH:10]/[C:11]([O:13][C:14]([CH3:17])([CH3:16])[CH3:15])=[O:12])[CH:6]=[CH:5][CH:4]=1.C(Br)(Br)(Br)[Br:19].C1(P(C2C=CC=CC=2)C2C=CC=CC=2)C=CC=CC=1>C(Cl)Cl.C(Cl)(Cl)Cl>[Br:19][CH2:2][C:3]1[N:8]=[C:7](/[CH:9]=[CH:10]/[C:11]([O:13][C:14]([CH3:17])([CH3:16])[CH3:15])=[O:12])[CH:6]=[CH:5][CH:4]=1. Procedure: To a solution prepared with t-butyl 3-(6-hydroxymethyl-pyridin-2-yl)-trans-acrylate (trans form, 2 g) described in Reference Example 10-(1) and carbon tetrabromide (4.23 g) in methylene chloride (20 mL) at ice temperature, triphenylphosphine (2.68 g) was added in small portions, and the mixture was stirred at the same temperature for 15 minutes. The reaction solution was transferred to a separating funnel, diluted with chloroform, washed with saturated aqueous sodium bicarbonate and brine, dried... Reactants: N1(C)C(=O)N(C)C=2N=CN(C2C1=O)CC(N)=NO (2-(theophyllin-7-yl)-acetamidoxime), C[O-].[Na+] (sodium methylate), C(C)OC(CN(CC)CC)=O (diethylamino acetic acid ethylester). Run in CO (methanol). The product is C(C)N(CC)CC1=NC(=NO1)CN1C=NC=2N(C(N(C)C(C12)=O)=O)C (7-[(5-diethylaminomethyl-1,2,4-oxadiazol-3-yl)-methyl]-theophylline). Yield: 80.0%. As a reaction SMILES: [N:1]1([C:12](=[O:13])[C:11]2[N:10]([CH2:14][C:15](=[N:17][OH:18])[NH2:16])[CH:9]=[N:8][C:7]=2[N:5]([CH3:6])[C:3]1=[O:4])[CH3:2].C[O-].[Na+].C(O[C:25](=O)[CH2:26][N:27]([CH2:30][CH3:31])[CH2:28][CH3:29])C>CO>[CH2:26]([N:27]([CH2:30][C:31]1[O:18][N:17]=[C:15]([CH2:14][N:10]2[C:11]3[C:12](=[O:13])[N:1]([CH3:2])[C:3](=[O:4])[N:5]([CH3:6])[C:7]=3[N:8]=[CH:9]2)[N:16]=1)[CH2:28][CH3:29])[CH3:25] |f:1.2|. Procedure details: 5.04 g. of 2-(theophyllin-7-yl)-acetamidoxime, 2.16 g. of sodium methylate, 6.37 g. of diethylamino acetic acid ethylester and 80 cm3 methanol are stirred for 10 hours at 100° C. in a closed system under pressure. 5.2 g. (80% yield) of 7-[(5-diethylaminomethyl-1,2,4-oxadiazol-3-yl)-methyl]-theophylline are obtained. m.p.: 69°-70° C. (cyclohexane). The reactants are O=C([O-])[O-], C1COCCO1, Cn1c(C=O)nc2c(N3CCOCC3)nc(Cl)nc21, [Cs+], [Cs+], O=C(C=Cc1ccccc1)C=Cc1ccccc1, O=C(C=Cc1ccccc1)C=Cc1ccccc1, O=C(C=Cc1ccccc1)C=Cc1ccccc1, [Pd], [Pd], OCCc1nc2ccccc2[nH]1. The product is Cn1c(C=O)nc2c(N3CCOCC3)nc(-n3c(CCO)nc4ccccc43)nc21. Reaction SMILES: [C:32](=[O:33])([O-:34])[O-:35].[CH2:38]1[O:39][CH2:40][CH2:41][O:42][CH2:43]1.[Cl:1][c:2]1[n:3][c:4]([N:14]2[CH2:15][CH2:16][O:17][CH2:18][CH2:19]2)[c:5]2[n:6][c:7]([CH:12]=[O:13])[n:8]([CH3:11])[c:9]2[n:10]1.[Cs+:36].[Cs+:37].[O:46]=[C:47]([CH:48]=[CH:49][c:50]1[cH:51][cH:52][cH:53][cH:54][cH:55]1)[CH:56]=[CH:57][c:58]1[cH:59][cH:60][cH:61][cH:62][cH:63]1.[O:64]=[C:65]([CH:66]=[CH:67][c:68]1[cH:69][cH:70][cH:71][cH:72][cH:73]1)[CH:74]=[CH:75][c:76]1[cH:77][cH:78][cH:79][cH:80][cH:81]1.[O:82]=[C:83]([CH:84]=[CH:85][c:86]1[cH:87][cH:88][cH:89][cH:90][cH:91]1)[CH:92]=[CH:93][c:94]1[cH:95][cH:96][cH:97][cH:98][cH:99]1.[Pd:44].[Pd:45].[nH:20]1[c:21]([CH2:29][CH2:30][OH:31])[n:22][c:23]2[c:24]1[cH:25][cH:26][cH:27][cH:28]2>>[c:2]1(-[n:20]2[c:21]([CH2:29][CH2:30][OH:31])[n:22][c:23]3[c:24]2[cH:25][cH:26][cH:27][cH:28]3)[n:3][c:4]([N:14]2[CH2:15][CH2:16][O:17][CH2:18][CH2:19]2)[c:5]2[n:6][c:7]([CH:12]=[O:13])[n:8]([CH3:11])[c:9]2[n:10]1. Reactants: CCCCCC(C=CC1C(OC2CCCCO2)CC2OC(C=CCCC(=O)OC)CC21)OC1CCCCO1, CO, [K+], [OH-], O=C(O)C(=O)O. Product: CCCCCC(C=CC1C(OC2CCCCO2)CC2OC(C=CCCC(=O)O)CC21)OC1CCCCO1. RXN SMILES: [CH3:1][O:2][C:3]([CH2:4][CH2:5][CH:6]=[CH:7][CH:8]1[CH2:9][CH:10]2[CH:11]([CH2:12][CH:13]([O:30][CH:31]3[O:32][CH2:33][CH2:34][CH2:35][CH2:36]3)[CH:14]2[CH:15]=[CH:16][CH:17]([CH2:18][CH2:19][CH2:20][CH2:21][CH3:22])[O:23][CH:24]2[O:25][CH2:26][CH2:27][CH2:28][CH2:29]2)[O:37]1)=[O:38].[CH3:47][OH:48].[K+:40].[OH-:39].[OH:41][C:42]([C:43](=[O:44])[OH:45])=[O:46]>>[O:2]=[C:3]([CH2:4][CH2:5][CH:6]=[CH:7][CH:8]1[CH2:9][CH:10]2[CH:11]([CH2:12][CH:13]([O:30][CH:31]3[O:32][CH2:33][CH2:34][CH2:35][CH2:36]3)[CH:14]2[CH:15]=[CH:16][CH:17]([CH2:18][CH2:19][CH2:20][CH2:21][CH3:22])[O:23][CH:24]2[O:25][CH2:26][CH2:27][CH2:28][CH2:29]2)[O:37]1)[OH:38].